describe an organic reaction: reactants, conditions, products, and yield From a dataset of the Open Reaction Database (ORD), a public repository of structured organic reaction records. Reactants: CCI, CCOC(=O)c1c[nH]nc1N, CC#N, [H-], [Na+], [Na+], [Na+], O=S(=O)([O-])[O-], O. Product: CCOC(=O)c1cn(CC)nc1N. RXN SMILES: [CH2:14]([CH3:15])[I:16].[CH2:1]([CH3:2])[O:3][C:4](=[O:5])[c:6]1[c:7]([NH2:11])[n:8][nH:9][cH:10]1.[CH3:24][C:25]#[N:26].[H-:12].[Na+:13].[Na+:17].[Na+:18].[O-:19][S:20](=[O:21])(=[O:22])[O-:23].[OH2:27]>>[CH2:1]([CH3:2])[O:3][C:4](=[O:5])[c:6]1[c:7]([NH2:11])[n:8][n:9]([CH2:14][CH3:15])[cH:10]1. Reactants: C(C)(C)(C)C1=CN=C(S1)NC(C1=C(C=CC(=C1)Cl)OC)=O (N-(5-tert-butylthiazol-2-yl)-5-chloro-2-methoxybenzamide), CN(C=O)C (N,N-dimethylformamide), CC(C)([O-])C.[K+] (potassium tert-butoxide), C(C=C)Br (allyl bromide). Run in O1CCCC1 (tetrahydrofuran). Reaction conditions: temperature 65 celsius, time 1 hour. Yields the product C(C=C)N1/C(/SC(=C1)C(C)(C)C)=N/C(C1=C(C=CC(=C1)Cl)OC)=O (N-[(2Z)-3-allyl-5-tert-butyl-1,3-thiazol-2(3H)-ylidene]-5-chloro-2-methoxybenzamide). Reaction SMILES: [C:1]([C:5]1[S:9][C:8]([NH:10][C:11](=[O:21])[C:12]2[CH:17]=[C:16]([Cl:18])[CH:15]=[CH:14][C:13]=2[O:19][CH3:20])=[N:7][CH:6]=1)([CH3:4])([CH3:3])[CH3:2].CN(C)C=O.[CH3:27][C:28](C)([O-])[CH3:29].[K+].C(Br)C=C>O1CCCC1>[CH2:29]([N:7]1[CH:6]=[C:5]([C:1]([CH3:4])([CH3:2])[CH3:3])[S:9]/[C:8]/1=[N:10]\[C:11](=[O:21])[C:12]1[CH:17]=[C:16]([Cl:18])[CH:15]=[CH:14][C:13]=1[O:19][CH3:20])[CH:28]=[CH2:27] |f:2.3|. Reported procedure: To a solution of Example 244A (410 mg, 1.3 mmol) in 5 mL of tetrahydrofuran:N,N-dimethylformamide (4/1) at 0° C. was added potassium tert-butoxide (230 mg, 1.9 mmol). The reaction mixture was stirred for 1 hour then allyl bromide (0.16 mL, 1.9 mmol) was added. The mixture was warmed to 65° C. and stirred overnight. The mixture was cooled to ambient temperature, concentrated, diluted with CH2Cl2 and washed with water and brine. The organic layer was dried over magnesium sulfate, filtered, and con...